This data is from the Open Reaction Database (ORD), a public repository of structured organic reaction records. The task is: describe an organic reaction: reactants, conditions, products, and yield Reaction SMILES: [F:1][C:2]1[CH:28]=[CH:27][C:5]([O:6][CH2:7][C@H:8]2[CH2:26][N:12]3[CH2:13][CH2:14][N:15]([C:17]4[CH:22]=[CH:21][C:20]([N+:23]([O-])=O)=[CH:19][CH:18]=4)[CH2:16][C@@H:11]3[CH2:10][CH2:9]2)=[CH:4][CH:3]=1>C1COCC1.[Pd]>[F:1][C:2]1[CH:3]=[CH:4][C:5]([O:6][CH2:7][C@H:8]2[CH2:26][N:12]3[CH2:13][CH2:14][N:15]([C:17]4[CH:22]=[CH:21][C:20]([NH2:23])=[CH:19][CH:18]=4)[CH2:16][C@@H:11]3[CH2:10][CH2:9]2)=[CH:27][CH:28]=1. Reported procedure: A mixture of 0.600 g (1.56 mmol) of (7R,9aS)-7-(4-fluorophenoxy)methyl-2-(4-nitrophenyl)-2,3,4,6,7,8,9,9a-octahydro-1H-pyrido[1,2-a]pyrazine and 90 mg of 10% Pd/C in 25 mL of THF was placed in a Parr hydrogenator at 30 psi for 4 h. The catalyst was removed by filtration through Celite and the filtrate was evaporated to give 0.45 g (82%) of (7R,9aS)-7-(4-fluorophenoxy)methyl-2-(4-aminophenyl)-2,3,4,6,7,8,9,9a-octahydro-1H-pyrido[1,2-a]pyrazine. The solvent is C1CCOC1 (THF). The reagents and catalysts are [Pd] (Pd/C). The yield is 81.2%. Reaction conditions: time 4 hour. Reactants: FC1=CC=C(OC[C@@H]2CC[C@@H]3N(CCN(C3)C3=CC=C(C=C3)[N+](=O)[O-])C2)C=C1 ((7R,9aS)-7-(4-fluorophenoxy)methyl-2-(4-nitrophenyl)-2,3,4,6,7,8,9,9a-octahydro-1H-pyrido[1,2-a]pyrazine). Product: FC1=CC=C(OC[C@@H]2CC[C@@H]3N(CCN(C3)C3=CC=C(C=C3)N)C2)C=C1 ((7R,9aS)-7-(4-fluorophenoxy)methyl-2-(4-aminophenyl)-2,3,4,6,7,8,9,9a-octahydro-1H-pyrido[1,2-a]pyrazine). The reactants are O (water), C(C)(C)(C)OC(=O)N1CCC(CC1)OC=1C(=C2C=CN=CC2=CC1)Br (4-(5-Bromo-isoquinolin-6-yloxy)-piperidine-1-carboxylic acid tert-butyl ester), C(=O)([O-])[O-].[Cs+].[Cs+] (Cs2CO3), C(C1=CC=CC=C1)[B-](F)(F)F.[K+] (potassium benzyltrifluoroborate). Reagents/catalysts: C1=CC=C(C=C1)P([C-]2C=CC=C2)C3=CC=CC=C3.C1=CC=C(C=C1)P([C-]2C=CC=C2)C3=CC=CC=C3.Cl[Pd]Cl.[Fe+2] (Pd(dppf)Cl2). Solvent: C1CCOC1 (THF). The product is C(C1=CC=CC=C1)C1=C2C=CN=CC2=CC=C1OC1CCNCC1 (5-Benzyl-6-(piperidin-4-yloxy)-isoquinoline). Isolated yield 5.5%. Reaction SMILES: O.C(OC([N:9]1[CH2:14][CH2:13][CH:12]([O:15][C:16]2[C:17](Br)=[C:18]3[C:23](=[CH:24][CH:25]=2)[CH:22]=[N:21][CH:20]=[CH:19]3)[CH2:11][CH2:10]1)=O)(C)(C)C.C([O-])([O-])=O.[Cs+].[Cs+].[CH2:33]([B-](F)(F)F)[C:34]1[CH:39]=[CH:38][CH:37]=[CH:36][CH:35]=1.[K+]>C1COCC1.C1C=CC(P(C2C=CC=CC=2)[C-]2C=CC=C2)=CC=1.C1C=CC(P(C2C=CC=CC=2)[C-]2C=CC=C2)=CC=1.Cl[Pd]Cl.[Fe+2]>[CH2:33]([C:17]1[C:16]([O:15][CH:12]2[CH2:11][CH2:10][NH:9][CH2:14][CH2:13]2)=[CH:25][CH:24]=[C:23]2[C:18]=1[CH:19]=[CH:20][N:21]=[CH:22]2)[C:34]1[CH:39]=[CH:38][CH:37]=[CH:36][CH:35]=1 |f:2.3.4,5.6,8.9.10.11|. Procedure: 0.3 mL of water were added to a solution of 81 mg (0.2 mmol) of 4-(5-bromo-isoquinoline-6-yloxy)-piperidin-1-carboxylic acid tert-butyl ester (11), 195 mg (0.6 mmol) of Cs2CO3, 14.6 mg (0.02 mmol) of Pd(dppf)Cl2 and 51 mg (0.26 mmol) of potassium benzyltrifluoroborate in 3 mL of THF. Argon was bubbled through the mixture for 10 minutes and then the reaction was heated to reflux for 16 h (incomplete conversion). After cooling to room temperature water and ethyl acetate were added. The organic lay... Reactants: CC(=O)N1c2ccc(-c3cn(CCO)nn3)cc2C(N)CC1C, CN(C)C=O, CC(C)(C)[Si](C)(C)Cl, c1c[nH]cn1. Yields the product CC(=O)N1c2ccc(-c3cn(CCO[Si](C)(C)C(C)(C)C)nn3)cc2C(N)CC1C. Reaction SMILES: [C:1]([CH3:2])(=[O:3])[N:4]1[CH:5]([CH3:23])[CH2:6][CH:7]([NH2:22])[c:8]2[cH:9][c:10](-[c:14]3[n:15][n:16][n:17]([CH2:19][CH2:20][OH:21])[cH:18]3)[cH:11][cH:12][c:13]21.[CH3:37][N:38]([CH3:39])[CH:40]=[O:41].[Cl:29][Si:30]([CH3:31])([CH3:32])[C:33]([CH3:34])([CH3:35])[CH3:36].[nH:24]1[cH:25][cH:26][n:27][cH:28]1>>[C:1]([CH3:2])(=[O:3])[N:4]1[CH:5]([CH3:23])[CH2:6][CH:7]([NH2:22])[c:8]2[cH:9][c:10](-[c:14]3[n:15][n:16][n:17]([CH2:19][CH2:20][O:21][Si:30]([CH3:31])([CH3:32])[C:33]([CH3:34])([CH3:35])[CH3:36])[cH:18]3)[cH:11][cH:12][c:13]21. Reaction SMILES: [C:44]([O:45][BH-:46]([O:47][C:48](=[O:49])[CH3:50])[O:51][C:52](=[O:53])[CH3:54])(=[O:55])[CH3:56].[CH2:1]([CH3:2])[O:3][CH2:4][CH2:5][O:6][c:7]1[c:8]([CH3:24])[c:9]([CH3:23])[c:10](-[c:15]2[cH:16][c:17]([CH:21]=[O:22])[cH:18][cH:19][cH:20]2)[c:11]([CH3:14])[c:12]1[CH3:13].[CH3:40][C:41](=[O:42])[OH:43].[CH3:62][CH2:63][O:64][C:65](=[O:66])[CH3:67].[Cl:58][CH2:59][CH2:60][Cl:61].[NH2:25][c:26]1[cH:27][c:28]([F:39])[c:29]([CH2:32][CH2:33][C:34](=[O:35])[O:36][CH2:37][CH3:38])[cH:30][cH:31]1.[Na+:57]>>[CH2:1]([CH3:2])[O:3][CH2:4][CH2:5][O:6][c:7]1[c:8]([CH3:24])[c:9]([CH3:23])[c:10](-[c:15]2[cH:16][c:17]([CH2:21][NH:25][c:26]3[cH:27][c:28]([F:39])[c:29]([CH2:32][CH2:33][C:34](=[O:35])[O:36][CH2:37][CH3:38])[cH:30][cH:31]3)[cH:18][cH:19][cH:20]2)[c:11]([CH3:14])[c:12]1[CH3:13]. Yields the product CCOCCOc1c(C)c(C)c(-c2cccc(CNc3ccc(CCC(=O)OCC)c(F)c3)c2)c(C)c1C. Starting materials: CC(=O)O[BH-](OC(C)=O)OC(C)=O, CCOCCOc1c(C)c(C)c(-c2cccc(C=O)c2)c(C)c1C, CC(=O)O, CCOC(C)=O, ClCCCl, CCOC(=O)CCc1ccc(N)cc1F, [Na+]. Reactants: [OH-].[Na+] (NaOH), C(C)(=O)OC1CCC=2C1=NC=C(C2N2C[C@H]([C@@H]([C@H](C2)C)O[Si](C)(C)C(C)(C)C)NC(=O)OC(C)(C)C)NC(=O)C2=NC(=C(C=C2)F)C2=C(C=C(C=C2F)COC)F (4-((3R,4R,5S)-3-[(tert-butoxycarbonyl)amino]-4-{[tert-butyl(dimethyl)silyl]oxy}-5-methylpiperidin-1-yl)-3-[({6-[2,6-difluoro-4-(methoxymethyl)phenyl]-5-fluoropyridin-2-yl}carbonyl)amino]-6,7-dihydro-5H-cyclopenta[b]pyridin-7-yl acetate), C1CCOC1 (THF). Run in CO (MeOH). Reaction conditions: time 20 minute. The product is alcohol, [Si](C)(C)(C(C)(C)C)O[C@H]1[C@@H](CN(C[C@@H]1C)C1=C2C(=NC=C1NC(=O)C1=NC(=C(C=C1)F)C1=C(C=C(C=C1F)COC)F)C(CC2)O)NC(OC(C)(C)C)=O (tert-butyl ((3R,4R,5S)-4-{[tert-butyl(dimethyl)silyl]oxy}-1-{3-[({6-[2,6-difluoro-4-(methoxymethyl)phenyl]-5-fluoropyridin-2-yl}carbonyl)amino]-7-hydroxy-6,7-dihydro-5H-cyclopenta[b]pyridin-4-yl}-5-methylpiperidin-3-yl)carbamate). As a reaction SMILES: C([O:4][CH:5]1[C:9]2=[N:10][CH:11]=[C:12]([NH:37][C:38]([C:40]3[CH:45]=[CH:44][C:43]([F:46])=[C:42]([C:47]4[C:52]([F:53])=[CH:51][C:50]([CH2:54][O:55][CH3:56])=[CH:49][C:48]=4[F:57])[N:41]=3)=[O:39])[C:13]([N:14]3[CH2:19][C@H:18]([CH3:20])[C@@H:17]([O:21][Si:22]([C:25]([CH3:28])([CH3:27])[CH3:26])([CH3:24])[CH3:23])[C@H:16]([NH:29][C:30]([O:32][C:33]([CH3:36])([CH3:35])[CH3:34])=[O:31])[CH2:15]3)=[C:8]2[CH2:7][CH2:6]1)(=O)C.C1COCC1.[OH-].[Na+]>CO>[Si:22]([O:21][C@@H:17]1[C@@H:18]([CH3:20])[CH2:19][N:14]([C:13]2[C:12]([NH:37][C:38]([C:40]3[CH:45]=[CH:44][C:43]([F:46])=[C:42]([C:47]4[C:52]([F:53])=[CH:51][C:50]([CH2:54][O:55][CH3:56])=[CH:49][C:48]=4[F:57])[N:41]=3)=[O:39])=[CH:11][N:10]=[C:9]3[CH:5]([OH:4])[CH2:6][CH2:7][C:8]=23)[CH2:15][C@H:16]1[NH:29][C:30](=[O:31])[O:32][C:33]([CH3:36])([CH3:35])[CH3:34])([C:25]([CH3:28])([CH3:26])[CH3:27])([CH3:24])[CH3:23] |f:2.3|. Reported procedure: To the amide intermediate prepared as described above THF (5 mL), MeOH (5 mL) and 1.0 M aq. NaOH (5 mL, 5 mmol) were added. The mixture was stirred at room temperature for 20 min. The volatile organic solvents were removed under reduced pressure. The residue was extracted with EtOAc (2 times). The combined organic phases were then washed with brine, dried over Na2SO4, and concentrated under reduced pressure to give an alcohol intermediate, tert-butyl ((3R,4R,5S)-4-{[tert-butyl(dimethyl)silyl]oxy... The reactants are FC(C(=O)OCC)(F)F (Ethyl trifluoroacetate), C(C)(=O)OCC (ethyl acetate), [O-]CC.[Na+] (Sodium ethoxide). Run at temperature 62.5 celsius, time 3 hour. Yields the product FC(C(CC(=O)OCC)=O)(F)F (Ethyl Trifluoroacetoacetate). Reaction SMILES: [F:1][C:2]([F:9])([F:8])[C:3](OCC)=[O:4].[C:10]([O:13][CH2:14][CH3:15])(=[O:12])[CH3:11].[O-]CC.[Na+]>>[F:1][C:2]([F:9])([F:8])[C:3](=[O:4])[CH2:11][C:10]([O:13][CH2:14][CH3:15])=[O:12] |f:2.3|. Procedure details: Ethyl trifluoroacetate (142.1 g, 1.00 moles) is mixed with ethyl acetate (229.1 g, 2.60 moles) under nitrogen at 5-10° C. Sodium ethoxide (71.5 g, 1.05 moles) is added portion-wise at the same temperature. The addition is exothermic, bringing the temperature gradually to 40-55° C. The mixture is heated to 60-65° C. and kept at that temperature for 3 hours. GC indicates a conversion of 98.8%. The reactants are NC1=NC=2C=C(C=CC2C2=C1N=C(N2CC(C)(C)O)COC)CCC(=O)O (3-[4-Amino-1-(2-hydroxy-2-methylpropyl)-2-(methoxymethyl)-1H-imidazo[4,5-c]quinolin-7-yl]propanoic acid), N1CCS(CC1)(=O)=O (Thiomorpholine 1,1-dioxide), ON1N=NC2=C1C=CC=C2 (1-hydroxybenzotriazole), CN(CCCN=C=NCC)C (1-(3-Dimethylaminopropyl)-3-ethylcarbodiimide). Run in N1=CC=CC=C1 (pyridine). Conditions: time 30 minute. The product is NC1=NC=2C=C(C=CC2C2=C1N=C(N2CC(C)(O)C)COC)CCC(=O)N2CCS(CC2)(=O)=O (1-[4-amino-7-[3-(1,1-dioxidothiomorpholin-4-yl)-3-oxopropyl]-2-(methoxymethyl)-1H-imidazo[4,5-c]quinolin-1-yl]-2-methylpropan-2-ol). The yield is 66.2%. As a reaction SMILES: [NH2:1][C:2]1[C:11]2[N:12]=[C:13]([CH2:20][O:21][CH3:22])[N:14]([CH2:15][C:16]([OH:19])([CH3:18])[CH3:17])[C:10]=2[C:9]2[CH:8]=[CH:7][C:6]([CH2:23][CH2:24][C:25](O)=[O:26])=[CH:5][C:4]=2[N:3]=1.ON1C2C=CC=CC=2N=N1.CN(C)CCCN=C=NCC.[NH:49]1[CH2:54][CH2:53][S:52](=[O:56])(=[O:55])[CH2:51][CH2:50]1>N1C=CC=CC=1>[NH2:1][C:2]1[C:11]2[N:12]=[C:13]([CH2:20][O:21][CH3:22])[N:14]([CH2:15][C:16]([CH3:17])([OH:19])[CH3:18])[C:10]=2[C:9]2[CH:8]=[CH:7][C:6]([CH2:23][CH2:24][C:25]([N:49]3[CH2:54][CH2:53][S:52](=[O:56])(=[O:55])[CH2:51][CH2:50]3)=[O:26])=[CH:5][C:4]=2[N:3]=1. Reported procedure: 3-[4-Amino-1-(2-hydroxy-2-methylpropyl)-2-(methoxymethyl)-1H-imidazo[4,5-c]quinolin-7-yl]propanoic acid (1.25 g, 3.30 mmol), anhydrous pyridine (75 mL) and 1-hydroxybenzotriazole (892 mg, 6.60 mmol) were combined and the reaction was stirred for 30 minutes. 1-(3-Dimethylaminopropyl)-3-ethylcarbodiimide (1.27 g, 6.60 mmol) was added and the reaction mixture was stirred for an additional 15 minutes. Thiomorpholine 1,1-dioxide (895 mg, 6.60 mmol) was added in one portion. After stirring for 18 hour... Starting materials: C1=CC(=CC(=C1)Cl)C(=O)OO (mCPBA), BrC1=C2C(=CN=C1)NN=C2 (4-bromo-1H-pyrazolo[3,4-c]pyridine). Solvent: C(Cl)(Cl)Cl (CHCl3). Run at time 10 minute. Product: BrC1=C2C(=C[N+](=C1)[O-])NN=C2 (4-bromo-1H-pyrazolo[3,4-c]pyridine 6-oxide). The yield is 69.5%. Reaction SMILES: C1C=C(Cl)C=C(C(OO)=[O:9])C=1.[Br:12][C:13]1[CH:18]=[N:17][CH:16]=[C:15]2[NH:19][N:20]=[CH:21][C:14]=12>C(Cl)(Cl)Cl>[Br:12][C:13]1[CH:18]=[N+:17]([O-:9])[CH:16]=[C:15]2[NH:19][N:20]=[CH:21][C:14]=12. Procedure details: mCPBA (270 mg) was added to a CHCl3 (5 ml) suspension containing 4-bromo-1H-pyrazolo[3,4-c]pyridine (197 mg), followed by stirring at room temperature for 10 minutes. IPE (10 ml) was added to the reaction solution and a solid precipitate was collected by filtration. A white solid of 4-bromo-1H-pyrazolo[3,4-c]pyridine 6-oxide (148 mg) was thus obtained. Procedure details: 2.00 g (7.53 mmol) of methyl 1-(3-chloropyridin-2-yl)-3-formyl-1H-pyrazole-5-carboxylate were dissolved in 18 ml of tert-butanol, and 5 ml of water were then added. After cooling to 0° C., 2.35 g (15.1 mmol) sodium dihydrogenphosphate dihydrate, 2.73 g (30.1 mmol) of sodium chlorite and 3.17 g (45.2 mmol) of 2-methyl-2-butene were added in succession. After 1 hour at 20° C., water was added and the mixture was extracted twice with ethyl acetate. The combined organic phases were dried over sodium... Yields the product ClC=1C(=NC=CC1)N1N=C(C=C1C(=O)OC)C(=O)O (1-(3-chloropyridin-2-yl)-5-(methoxycarbonyl)-1H-pyrazole-3-carboxylic acid). Run in O (water), C(C)(C)(C)O (tert-butanol), O (water). Reactants: O.O.P(=O)(O)(O)[O-].[Na+] (sodium dihydrogenphosphate dihydrate), Cl(=O)[O-].[Na+] (sodium chlorite), CC(C)=CC (2-methyl-2-butene), ClC=1C(=NC=CC1)N1N=C(C=C1C(=O)OC)C=O (methyl 1-(3-chloropyridin-2-yl)-3-formyl-1H-pyrazole-5-carboxylate). Run at temperature 0 celsius, time 1 hour. As a reaction SMILES: [Cl:1][C:2]1[C:3]([N:8]2[C:12]([C:13]([O:15][CH3:16])=[O:14])=[CH:11][C:10]([CH:17]=[O:18])=[N:9]2)=[N:4][CH:5]=[CH:6][CH:7]=1.O.O.P([O-])(O)(O)=[O:22].[Na+].Cl([O-])=O.[Na+].CC(=CC)C>C(O)(C)(C)C.O>[Cl:1][C:2]1[C:3]([N:8]2[C:12]([C:13]([O:15][CH3:16])=[O:14])=[CH:11][C:10]([C:17]([OH:22])=[O:18])=[N:9]2)=[N:4][CH:5]=[CH:6][CH:7]=1 |f:1.2.3.4,5.6|. The reactants are glass, ON1C(CC(CC1(C)C)O)(C)C (1-oxyl-2,2,6,6-tetramethyl-4-hydroxypiperidine), C(CC(O)(C(=O)O)CC(=O)O)(=O)O (citric acid), Pt. Run in O (water). Reaction conditions: time 30 minute. The product is C(CC(O)(C(=O)O)CC(=O)[O-])(=O)[O-].O[NH+]1C(CC(CC1(C)C)O)(C)C.O[NH+]1C(CC(CC1(C)C)O)(C)C (Bis-(1-hydroxy-2,2,6,6-tetramethyl-4-hydroxypiperidinium) Citrate). RXN SMILES: [OH:1][N:2]1[C:7]([CH3:9])([CH3:8])[CH2:6][CH:5]([OH:10])[CH2:4][C:3]1([CH3:12])[CH3:11].[C:13]([OH:25])(=[O:24])[CH2:14][C:15]([CH2:20][C:21]([OH:23])=[O:22])([C:17]([OH:19])=[O:18])[OH:16]>O>[C:13]([O-:25])(=[O:24])[CH2:14][C:15]([CH2:20][C:21]([O-:23])=[O:22])([C:17]([OH:19])=[O:18])[OH:16].[OH:1][NH+:2]1[C:7]([CH3:8])([CH3:9])[CH2:6][CH:5]([OH:10])[CH2:4][C:3]1([CH3:12])[CH3:11].[OH:1][NH+:2]1[C:7]([CH3:8])([CH3:9])[CH2:6][CH:5]([OH:10])[CH2:4][C:3]1([CH3:12])[CH3:11] |f:3.4.5|. Procedure details: To a glass 0.5L reaction bottle are added 20.0 g (116 mmol) of 1-oxyl-2,2,6,6-tetramethyl-4-hydroxypiperidine, 11.12 g (58 mmol) citric acid, 200 mg 5% Pt on C and 100 mL water. Catalytic hydrogenation is carried out at 50 psi for 30 minutes at room temperature. Catalyst is removed by filtration through a pad of Celite. The aqueous salt solution has a pH of 4.39. Removal of water yields the product as a hygroscopic glassy solid.